Dataset: the Open Reaction Database (ORD), a public repository of structured organic reaction records. Task: describe an organic reaction: reactants, conditions, products, and yield Reactants: [Al+3], CCOC(C)=O, CCCCCCCCCCCCCCOc1ccc(CC(CC2(C)OCCO2)C(=O)O)cc1, [H-], [H-], [H-], [H-], [Li+], [Na+], [OH-], O. Yields the product CCCCCCCCCCCCCCOc1ccc(CC(CO)CC2(C)OCCO2)cc1. Reaction SMILES: [Al+3:2].[CH3:40][CH2:41][O:42][C:43](=[O:44])[CH3:45].[CH3:7][C:8]1([CH2:13][CH:14]([C:15](=[O:16])[OH:17])[CH2:18][c:19]2[cH:20][cH:21][c:22]([O:25][CH2:26][CH2:27][CH2:28][CH2:29][CH2:30][CH2:31][CH2:32][CH2:33][CH2:34][CH2:35][CH2:36][CH2:37][CH2:38][CH3:39])[cH:23][cH:24]2)[O:9][CH2:10][CH2:11][O:12]1.[H-:1].[H-:4].[H-:5].[H-:6].[Li+:3].[Na+:47].[OH-:46].[OH2:48]>>[CH3:7][C:8]1([CH2:13][CH:14]([CH2:15][OH:16])[CH2:18][c:19]2[cH:20][cH:21][c:22]([O:25][CH2:26][CH2:27][CH2:28][CH2:29][CH2:30][CH2:31][CH2:32][CH2:33][CH2:34][CH2:35][CH2:36][CH2:37][CH2:38][CH3:39])[cH:23][cH:24]2)[O:9][CH2:10][CH2:11][O:12]1. Reactants: O=Cc1cccc(Br)c1, COC(=O)c1ccc(F)c(N)c1, Cc1ccccc1, Cc1ccc(S(=O)(=O)O)cc1. Yields the product COC(=O)c1ccc(F)c(N=Cc2cccc(Br)c2)c1. As a reaction SMILES: [Br:13][c:14]1[cH:15][c:16]([CH:17]=[O:18])[cH:19][cH:20][cH:21]1.[CH3:1][O:2][C:3]([c:4]1[cH:5][c:6]([NH2:11])[c:7]([F:10])[cH:8][cH:9]1)=[O:12].[CH3:33][c:34]1[cH:35][cH:36][cH:37][cH:38][cH:39]1.[c:22]1([CH3:23])[cH:24][cH:25][c:26]([S:27]([OH:28])(=[O:29])=[O:30])[cH:31][cH:32]1>>[CH3:1][O:2][C:3]([c:4]1[cH:5][c:6]([N:11]=[CH:17][c:16]2[cH:15][c:14]([Br:13])[cH:21][cH:20][cH:19]2)[c:7]([F:10])[cH:8][cH:9]1)=[O:12].